This data is from the Open Reaction Database (ORD), a public repository of structured organic reaction records. The task is: describe an organic reaction: reactants, conditions, products, and yield The reactants are CO (methanol), C(C(O)C1=CC=CC=C1)(=O)O (mandelic acid). Reagents/catalysts: [Rh] (rhodium on carbon). The solvent is C(C)(=O)O (acetic acid). Reaction conditions: time 8 hour. Yields the product C1(CCCCC1)C(C(=O)O)O (racemic 2-cyclohexyl-2-hydroxyacetic acid). The yield is 80.5%. As a reaction SMILES: CO.[C:3]([OH:13])(=[O:12])[CH:4]([C:6]1[CH:11]=[CH:10][CH:9]=[CH:8][CH:7]=1)[OH:5]>[Rh].C(O)(=O)C>[CH:6]1([CH:4]([OH:5])[C:3]([OH:13])=[O:12])[CH2:11][CH2:10][CH2:9][CH2:8][CH2:7]1. Procedure: To a solution of 200 mL methanol were added 38.0 g mandelic acid, 2.5 mL acetic acid, and 7.5 g rhodium on carbon (5%, Engelhard 5864). The mixture was sealed in an autoclave, purged with nitrogen, and then filled with hydrogen gas. Hydrogenation was carried out at room temperature for 8 hours at 1400 psi hydrogen. The reaction mixture was then removed from the autoclave and filtered. The filtrate was concentrated and recrystallized from toluene. The colorless crystals were collected by filtrati... Reactants: ClC1=C(C=C(C=C1)Cl)C1=CC(=C(C=C1Cl)OC)CC=O (2-(2′,5′,6-trichloro-4-methoxybiphenyl-3-yl)acetaldehyde), N1(CCNCC1)C(=O)OC(C)(C)C (tert-butyl piperazine-1-carboxylate), [BH-](OC(=O)C)(OC(=O)C)OC(=O)C.[Na+] (NaBH(OAc)3), CC(=O)O (AcOH). The solvent is C(Cl)Cl (DCM), O (water). Reaction conditions: time 1 hour. The product is ClC1=C(C=C(C=C1)Cl)C1=CC(=C(C=C1Cl)OC)CCN1CCN(CC1)C(=O)OC(C)(C)C (tert-Butyl 4-(2-(2′,5′,6-trichloro-4-methoxybiphenyl-3-yl)ethyl)piperazine-1-carboxylate). Isolated yield 76.1%. As a reaction SMILES: [Cl:1][C:2]1[CH:7]=[CH:6][C:5]([Cl:8])=[CH:4][C:3]=1[C:9]1[C:14]([Cl:15])=[CH:13][C:12]([O:16][CH3:17])=[C:11]([CH2:18][CH:19]=O)[CH:10]=1.[N:21]1([C:27]([O:29][C:30]([CH3:33])([CH3:32])[CH3:31])=[O:28])[CH2:26][CH2:25][NH:24][CH2:23][CH2:22]1.CC(O)=O.[BH-](OC(C)=O)(OC(C)=O)OC(C)=O.[Na+]>C(Cl)Cl.O>[Cl:1][C:2]1[CH:7]=[CH:6][C:5]([Cl:8])=[CH:4][C:3]=1[C:9]1[C:14]([Cl:15])=[CH:13][C:12]([O:16][CH3:17])=[C:11]([CH2:18][CH2:19][N:24]2[CH2:23][CH2:22][N:21]([C:27]([O:29][C:30]([CH3:33])([CH3:32])[CH3:31])=[O:28])[CH2:26][CH2:25]2)[CH:10]=1 |f:3.4|. Procedure details: To a stirred solution of 2-(2′,5′,6-trichloro-4-methoxybiphenyl-3-yl)acetaldehyde (300 mg, 0.92 mmol) in DCM (20 mL) at room temperature, tert-butyl piperazine-1-carboxylate (205 mg, 1.1 mmol) was added followed by drops of AcOH. The reaction mixture was stirred at room temperature for 1 h, and then NaBH(OAc)3 (1.95 g, 9.2 mmol) was added. The resulting mixture was stirred at reflux for 16 h. The mixture was allowed to cool to room temperature, diluted with water and extracted with DCM. The orga...